Dataset: the Open Reaction Database (ORD), a public repository of structured organic reaction records. Task: describe an organic reaction: reactants, conditions, products, and yield Reactants: OC1=C(C(=O)OC)C=CC(=C1O)OC (Methyl 2,3-dihydroxy-4-methoxybenzoate), BrCC1(COCOC1)CBr (5,5-Bis(bromomethyl)-[1,3]dioxane), C(=O)([O-])[O-].[K+].[K+] (K2CO3). Run in CS(=O)C (DMSO). Yields the product COC(=O)C1=CC=C(C=2OCC3(COCOC3)COC21)OC (9-Methoxy-spiro[2H-1,5-benzodioxepin-3(4H),5′-[1,3]dioxane]-6-carboxylic acid methyl ester). Reaction SMILES: [OH:1][C:2]1[C:11]([OH:12])=[C:10]([O:13][CH3:14])[CH:9]=[CH:8][C:3]=1[C:4]([O:6][CH3:7])=[O:5].Br[CH2:16][C:17]1([CH2:23]Br)[CH2:22][O:21][CH2:20][O:19][CH2:18]1.C([O-])([O-])=O.[K+].[K+]>CS(C)=O>[CH3:7][O:6][C:4]([C:3]1[C:2]2[O:1][CH2:23][C:17]3([CH2:22][O:21][CH2:20][O:19][CH2:18]3)[CH2:16][O:12][C:11]=2[C:10]([O:13][CH3:14])=[CH:9][CH:8]=1)=[O:5] |f:2.3.4|. Procedure details: Following the general procedure, dialkylation of compound 513 (198 mg, 1 mmol) with compound 523 (301 mg, 1.1 mmol) in DMSO (5 mL) in the presence of K2CO3 (345 mg, 2.5 mmol) afforded compound 524 as a white solid material after purification by column chromatography (50-65% EtOAc in light petroleum). LC-MS: RT=2.65 min.; m/z 311.23 (M+H)+. 1H NMR (DMSO-d6): 7.37 (1H, d, J 8.8), 6.81 (1H, d, J 8.8), 4.80 (1H, d, J 6.4), 4.78 (1H, d, J 6.4), 4.07 (2H, s), 4.01 (2H, s), 3.81 (7H, s), 3.76 (3H, s). Reactants: N1(CCOCC1)C=1C2=C(N=C(N1)OCCN1CCOCC1)N=CC(=C2)[N+](=O)[O-] (4-Morpholin-4-yl-2-(2-morpholin-4-yl-ethoxy)-6-nitro-pyrido[2,3-d]pyrimidine). The reagents and catalysts are [Pd] (palladium on carbon). The solvent is CO (methanol). Reaction conditions: time 5 hour. Product: N1(CCOCC1)C=1C2=C(N=C(N1)OCCN1CCOCC1)N=CC(=C2)N (4-morpholin-4-yl-2-(2-morpholin-4-yl-ethoxy)-6-amino-pyrido[2,3-d]pyrimidine). Yield: 46.9%. Reaction SMILES: [N:1]1([C:7]2[C:8]3[CH:25]=[C:24]([N+:26]([O-])=O)[CH:23]=[N:22][C:9]=3[N:10]=[C:11]([O:13][CH2:14][CH2:15][N:16]3[CH2:21][CH2:20][O:19][CH2:18][CH2:17]3)[N:12]=2)[CH2:6][CH2:5][O:4][CH2:3][CH2:2]1>CO.[Pd]>[N:1]1([C:7]2[C:8]3[CH:25]=[C:24]([NH2:26])[CH:23]=[N:22][C:9]=3[N:10]=[C:11]([O:13][CH2:14][CH2:15][N:16]3[CH2:21][CH2:20][O:19][CH2:18][CH2:17]3)[N:12]=2)[CH2:2][CH2:3][O:4][CH2:5][CH2:6]1. Reported procedure: 4-Morpholin-4-yl-2-(2-morpholin-4-yl-ethoxy)-6-nitro-pyrido[2,3-d]pyrimidine (3.35 g) was dissolved in methanol (100 mL), and to the solution was added 5% palladium on carbon (100 mg). The suspension was placed under an atmosphere of hydrogen, and stirred for five hours. The solution was filtered and evaporated, and then purified by column chromatography to give 4-morpholin-4-yl-2-(2-morpholin-4-yl-ethoxy)-6-amino-pyrido[2,3-d]pyrimidine (1.45 g) as a yellow oil. The reactants are BrC1=CC=2C3=C(C=NC2C=C1)N(C(N3C=3C(=NN(C3)CC)C)=O)C (8-bromo-1-(1-ethyl-3-methyl-1H-pyrazol-4-yl)-3-methyl-1,3-dihydro-imidazo[4,5-c]quinolin-2-one), BrC1=CC=2C3=C(C=NC2C=C1)N(C(N3C=3C(=NN(C3)CC)C)=O)C (8-bromo-1-(1-ethyl-3-methyl-1H-pyrazol-4-yl)-3-methyl-1,3-dihydro-imidazo[4,5-c]quinolin-2-one), C(C)OC1=C(C=C(C=C1)B1OC(C(O1)(C)C)(C)C)OC (2-(4-ethoxy-3-methoxy-phenyl)-4,4,5,5-tetramethyl-[1,3,2]dioxaborolane). The product is C(C)OC1=C(C=C(C=C1)C1=CC=2C3=C(C=NC2C=C1)N(C(N3C=3C(=NN(C3)CC)C)=O)C)OC (8-(4-Ethoxy-3-methoxy-phenyl)-1-(1-ethyl-3-methyl-1H-pyrazol-4-yl)-3-methyl-1,3-dihydro-imidazo[4,5-c]quinolin-2-one). As a reaction SMILES: Br[C:2]1[CH:11]=[CH:10][C:9]2[N:8]=[CH:7][C:6]3[N:12]([CH3:24])[C:13](=[O:23])[N:14]([C:15]4[C:16]([CH3:22])=[N:17][N:18]([CH2:20][CH3:21])[CH:19]=4)[C:5]=3[C:4]=2[CH:3]=1.[CH2:25]([O:27][C:28]1[CH:33]=[CH:32][C:31](B2OC(C)(C)C(C)(C)O2)=[CH:30][C:29]=1[O:43][CH3:44])[CH3:26]>>[CH2:25]([O:27][C:28]1[CH:33]=[CH:32][C:31]([C:2]2[CH:11]=[CH:10][C:9]3[N:8]=[CH:7][C:6]4[N:12]([CH3:24])[C:13](=[O:23])[N:14]([C:15]5[C:16]([CH3:22])=[N:17][N:18]([CH2:20][CH3:21])[CH:19]=5)[C:5]=4[C:4]=3[CH:3]=2)=[CH:30][C:29]=1[O:43][CH3:44])[CH3:26]. Procedure: The title compound was synthesized in a similar manner as described for Example 1.1 using 8-bromo-1-(1-ethyl-3-methyl-1H-pyrazol-4-yl)-3-methyl-1,3-dihydro-imidazo[4,5-c]quinolin-2-one (Intermediate F, 39 mg, 0.100 mmol) and 2-(4-ethoxy-3-methoxy-phenyl)-4,4,5,5-tetramethyl-[1,3,2]dioxaborolane (Stage 29.1.1, 34 mg, 0.123 mmol) to give the title compound as a white solid. (HPLC: tR 2.88 min (Method A); M+H=458 MS-ES; 1H-NMR (d6-DMSO, 400 MHz) 8.92 (s, 1H), 8.16 (s, 1H), 8.07-8.02 (m, 1H), 7.94-7... Starting materials: CC(C)(COS(C)(=O)=O)C(O)COS(C)(=O)=O, CCO, NCc1ccccc1. The product is CC1(C)CN(Cc2ccccc2)CC1O. Reaction SMILES: [CH3:1][S:2]([O:3][CH2:6][CH:7]([C:8]([CH2:9][O:4][S:5]([CH3:10])(=[O:11])=[O:12])([CH3:15])[CH3:16])[OH:17])(=[O:13])=[O:14].[CH3:26][CH2:27][OH:28].[NH2:18][CH2:19][c:20]1[cH:21][cH:22][cH:23][cH:24][cH:25]1>>[CH2:6]1[CH:7]([OH:17])[C:8]([CH3:15])([CH3:16])[CH2:9][N:18]1[CH2:19][c:20]1[cH:21][cH:22][cH:23][cH:24][cH:25]1.